From a dataset of the Open Reaction Database (ORD), a public repository of structured organic reaction records. describe an organic reaction: reactants, conditions, products, and yield The reactants are ClC=1C(N(N=CC1Cl)C(C)C1=CC=CC=C1)=O (4,5-dichloro-2-(1-phenylethyl)pyridazin-3(2H)-one), COC1=CC=C(C=C1)B(O)O (4-methoxyphenylboronic acid), C(=O)([O-])[O-].[K+].[K+] (K2CO3). The reagents and catalysts are C=1C=CC(=CC1)[P](C=2C=CC=CC2)(C=3C=CC=CC3)[Pd]([P](C=4C=CC=CC4)(C=5C=CC=CC5)C=6C=CC=CC6)([P](C=7C=CC=CC7)(C=8C=CC=CC8)C=9C=CC=CC9)[P](C=1C=CC=CC1)(C=1C=CC=CC1)C=1C=CC=CC1 (tetrakis(triphenylphosphine)palladium(0)). Solvent: O1CCOCC1.O (dioxane water). Product: COC1=CC=C(C=C1)C=1C(N(N=CC1C1=CC=C(C=C1)OC)C(C)C1=CC=CC=C1)=O (4,5-Bis-(4-methoxy-phenyl)-2-(1-phenyl-ethyl)-2H-pyridazin-3-one). RXN SMILES: Cl[C:2]1[C:3](=[O:17])[N:4]([CH:9]([C:11]2[CH:16]=[CH:15][CH:14]=[CH:13][CH:12]=2)[CH3:10])[N:5]=[CH:6][C:7]=1Cl.[CH3:18][O:19][C:20]1[CH:25]=[CH:24][C:23](B(O)O)=[CH:22][CH:21]=1.[C:29]([O-:32])([O-])=O.[K+].[K+]>C1C=CC([P]([Pd]([P](C2C=CC=CC=2)(C2C=CC=CC=2)C2C=CC=CC=2)([P](C2C=CC=CC=2)(C2C=CC=CC=2)C2C=CC=CC=2)[P](C2C=CC=CC=2)(C2C=CC=CC=2)C2C=CC=CC=2)(C2C=CC=CC=2)C2C=CC=CC=2)=CC=1.O1CCOCC1.O>[CH3:18][O:19][C:20]1[CH:25]=[CH:24][C:23]([C:2]2[C:3](=[O:17])[N:4]([CH:9]([C:11]3[CH:16]=[CH:15][CH:14]=[CH:13][CH:12]=3)[CH3:10])[N:5]=[CH:6][C:7]=2[C:11]2[CH:16]=[CH:15][C:14]([O:32][CH3:29])=[CH:13][CH:12]=2)=[CH:22][CH:21]=1 |f:2.3.4,6.7,^1:38,40,59,78|. Reported procedure: Compound 6 is prepared from intermediate 1a and 4-methoxyphenylboronic acid under the conditions described for example 1 using tetrakis(triphenylphosphine)palladium(0), K2CO3 and a mixture of dioxane/water: 3/1. Compound 6 is isolated in solid form (yield: 71%). Reactants: N1(CCOCC1)C1=C(C=C(C=C1)[N+](=O)[O-])C(=O)N1CCN(CC1)C1=CC=C(C=C1)C(F)(F)F ((2-Morpholin-4-yl-5-nitro-phenyl)-[4-(4-trifluoromethyl-phenyl)-piperazin-1-yl]-methanone), [H][H] (hydrogen). Reagents/catalysts: [Pd] (Pd/C). The solvent is CO (methanol). Yields the product NC=1C=CC(=C(C1)C(=O)N1CCN(CC1)C1=CC=C(C=C1)C(F)(F)F)N1CCOCC1 ((5-Amino-2-morpholin-4-yl-phenyl)-[4-(4-trifluoromethyl-phenyl)-piperazin-1-yl]-methanone). Yield: 79.1%. RXN SMILES: [N:1]1([C:7]2[CH:12]=[CH:11][C:10]([N+:13]([O-])=O)=[CH:9][C:8]=2[C:16]([N:18]2[CH2:23][CH2:22][N:21]([C:24]3[CH:29]=[CH:28][C:27]([C:30]([F:33])([F:32])[F:31])=[CH:26][CH:25]=3)[CH2:20][CH2:19]2)=[O:17])[CH2:6][CH2:5][O:4][CH2:3][CH2:2]1.[H][H]>CO.[Pd]>[NH2:13][C:10]1[CH:11]=[CH:12][C:7]([N:1]2[CH2:2][CH2:3][O:4][CH2:5][CH2:6]2)=[C:8]([C:16]([N:18]2[CH2:19][CH2:20][N:21]([C:24]3[CH:25]=[CH:26][C:27]([C:30]([F:32])([F:33])[F:31])=[CH:28][CH:29]=3)[CH2:22][CH2:23]2)=[O:17])[CH:9]=1. Procedure details: To a solution of (2-Morpholin-4-yl-5-nitro-phenyl)-[4-(4-trifluoromethyl-phenyl)-piperazin-1-yl]-methanone (preparation described in example 57, 150 mg, 0.323 mmol) in methanol (3 ml) was added Pd/C 10% (6.9 mg). The mixture was stirred under an atmospheric pressure of hydrogen at room temperature for 1 hour. Catalyst was filtered and the filtrate was concentrated in vacuo. The residue was chromatographed over silicagel (Eluent: Heptane/Ethylacetate (0-100% in 20 minutes)) to provide the title c...